This data is from the Open Reaction Database (ORD), a public repository of structured organic reaction records. The task is: describe an organic reaction: reactants, conditions, products, and yield Starting materials: CC(=O)O, [Fe], CC(=Cc1ccc([N+](=O)[O-])cc1)c1ccc2c(c1)C(C)(C)CCC2(C)C, O. Yields the product CC(=Cc1ccc(N)cc1)c1ccc2c(c1)C(C)(C)CCC2(C)C. RXN SMILES: [CH3:27][C:28](=[O:29])[OH:30].[Fe:32].[N+:1]([O-:2])(=[O:3])[c:4]1[cH:5][cH:6][c:7]([CH:8]=[C:9]([CH3:10])[c:11]2[cH:12][c:13]3[c:18]([cH:19][cH:20]2)[C:17]([CH3:21])([CH3:22])[CH2:16][CH2:15][C:14]3([CH3:23])[CH3:24])[cH:25][cH:26]1.[OH2:31]>>[NH2:1][c:4]1[cH:5][cH:6][c:7]([CH:8]=[C:9]([CH3:10])[c:11]2[cH:12][c:13]3[c:18]([cH:19][cH:20]2)[C:17]([CH3:21])([CH3:22])[CH2:16][CH2:15][C:14]3([CH3:23])[CH3:24])[cH:25][cH:26]1. Starting materials: F[B-](F)(F)F, CCO, Cc1cc(C(=O)O)ccc1C(=O)N1CCCC1, CCN(C(C)C)C(C)C, CCNC(C)c1nc2ccc(Cl)cc2[nH]1, Cl, ClCCl, C1CCOC1, CN(C)C(On1nnc2ccccc21)=[N+](C)C. The product is CCN(C(=O)c1ccc(C(=O)N2CCCC2)c(C)c1)C(C)c1nc2cc(Cl)ccc2[nH]1. As a reaction SMILES: [B-:18]([F:19])([F:20])([F:21])[F:22].[CH2:70]([OH:71])[CH3:72].[CH3:1][c:2]1[cH:3][c:4]([C:5](=[O:6])[OH:7])[cH:8][cH:9][c:10]1[C:11](=[O:12])[N:13]1[CH2:14][CH2:15][CH2:16][CH2:17]1.[CH:40]([N:41]([CH:42]([CH3:43])[CH3:44])[CH2:45][CH3:46])([CH3:47])[CH3:48].[Cl:49][c:50]1[cH:51][c:52]2[c:53]([n:54][c:55]([CH:57]([CH3:58])[NH:59][CH2:60][CH3:61])[nH:56]2)[cH:62][cH:63]1.[Cl:64].[Cl:73][CH2:74][Cl:75].[O:65]1[CH2:66][CH2:67][CH2:68][CH2:69]1.[n:23]1([O:24][C:25]([N:26]([CH3:27])[CH3:28])=[N+:29]([CH3:30])[CH3:31])[c:32]2[cH:33][cH:34][cH:35][cH:36][c:37]2[n:38][n:39]1>>[CH3:1][c:2]1[cH:3][c:4]([C:5](=[O:7])[N:59]([CH:57]([c:55]2[nH:54][c:53]3[c:52]([cH:51][c:50]([Cl:49])[cH:63][cH:62]3)[n:56]2)[CH3:58])[CH2:60][CH3:61])[cH:8][cH:9][c:10]1[C:11](=[O:12])[N:13]1[CH2:14][CH2:15][CH2:16][CH2:17]1. Starting materials: C(C)OC(=O)C=1N=C2N(C3=CC=CC=C3C=C2)C1 (ethylimidazo-[1,2-a]-quinoline-2-carboxylate), Cl (hydrochloric acid), O (water), [OH-].[Na+] (NaOH). Run in C(C)O (ethanol). Product: O.C1=C(N=C2N1C1=CC=CC=C1C=C2)C(=O)O (imidazo-[1,2-a]-quinoline-2-carboxylic acid monohydrate). Reaction SMILES: C([O:3][C:4]([C:6]1[N:7]=[C:8]2[CH:17]=[CH:16][C:15]3[C:10](=[CH:11][CH:12]=[CH:13][CH:14]=3)[N:9]2[CH:18]=1)=[O:5])C.O.[OH-].[Na+].Cl>C(O)C>[OH2:3].[CH:18]1[N:9]2[C:10]3[C:15]([CH:16]=[CH:17][C:8]2=[N:7][C:6]=1[C:4]([OH:5])=[O:3])=[CH:14][CH:13]=[CH:12][CH:11]=3 |f:2.3,6.7|. Procedure details: 2 g of ethylimidazo-[1,2-a]-quinoline-2-carboxylate were suspended in 40 ml of ethanol and 20 ml of water and 9 ml of N NaOH were added. The mixture was heated on a steam bath for 30 minutes and the hot solution was acidified with 9.5 ml of N hydrochloric acid. The mixture was cooled slowly to room temperature and then in ice to give colorless needles of imidazo-[1,2-a]-quinoline-2-carboxylic acid monohydrate melting at 234°-236° C. The I.R. spectrum suggested that the compound existed partially... Starting materials: C1CCOC1, CN(C)CCN1C(=O)CCCc2cccc([N+](=O)[O-])c21, CCO. The product is CN(C)CCN1C(=O)CCCc2cccc(N)c21. Reaction SMILES: [CH2:24]1[O:25][CH2:26][CH2:27][CH2:28]1.[CH3:1][N:2]([CH2:3][CH2:4][N:5]1[c:6]2[c:7]([cH:13][cH:14][cH:15][c:16]2[N+:17]([O-:18])=[O:19])[CH2:8][CH2:9][CH2:10][C:11]1=[O:12])[CH3:20].[CH3:21][CH2:22][OH:23]>>[CH3:1][N:2]([CH2:3][CH2:4][N:5]1[c:6]2[c:7]([cH:13][cH:14][cH:15][c:16]2[NH2:17])[CH2:8][CH2:9][CH2:10][C:11]1=[O:12])[CH3:20]. Starting materials: CCO, [Li+], [OH-], O=C(O)CC(O)(CC(=O)O)C(=O)O, CCCCNC(=O)C(Cc1ccc(-c2ccccc2)cc1)NC(=O)N(CCC(C)C)C(CSc1ccccc1)CC(=O)OCC. Product: CCCCNC(=O)C(Cc1ccc(-c2ccccc2)cc1)NC(=O)N(CCC(C)C)C(CSc1ccccc1)CC(=O)O. Reaction SMILES: [CH3:61][CH2:62][OH:63].[Li+:46].[OH-:47].[OH:48][C:49]([CH2:50][C:51]([C:52](=[O:53])[OH:54])([CH2:55][C:56](=[O:57])[OH:58])[OH:59])=[O:60].[c:1]1(-[c:40]2[cH:41][cH:42][cH:43][cH:44][cH:45]2)[cH:2][cH:3][c:4]([CH2:7][CH:8]([C:9](=[O:10])[NH:11][CH2:12][CH2:13][CH2:14][CH3:15])[NH:16][C:17](=[O:18])[N:19]([CH2:20][CH2:21][CH:22]([CH3:23])[CH3:24])[CH:25]([CH2:26][S:27][c:28]2[cH:29][cH:30][cH:31][cH:32][cH:33]2)[CH2:34][C:35](=[O:36])[O:37][CH2:38][CH3:39])[cH:5][cH:6]1>>[c:1]1(-[c:40]2[cH:41][cH:42][cH:43][cH:44][cH:45]2)[cH:2][cH:3][c:4]([CH2:7][CH:8]([C:9](=[O:10])[NH:11][CH2:12][CH2:13][CH2:14][CH3:15])[NH:16][C:17](=[O:18])[N:19]([CH2:20][CH2:21][CH:22]([CH3:23])[CH3:24])[CH:25]([CH2:26][S:27][c:28]2[cH:29][cH:30][cH:31][cH:32][cH:33]2)[CH2:34][C:35](=[O:36])[OH:37])[cH:5][cH:6]1. Starting materials: [OH-].[Na+] (sodium hydroxide), OC=1C=C(C(C(=O)O)=CC1)C(=O)O (4-hydroxyphthalic acid), COCCl (chloromethyl methyl ether), C(C)(C)N(CC)C(C)C (diisopropylethylamine). Run in O (water), CN(C=O)C (N,N-dimethylformamide). Run at time 18 hour. The product is [Na+].[Na+].COCOC=1C=C(C(C(=O)[O-])=CC1)C(=O)[O-] (4-methoxymethoxy-phthalic acid di-sodium salt). RXN SMILES: [OH:1][C:2]1[CH:3]=[C:4]([C:11]([OH:13])=[O:12])[C:5](=[CH:9][CH:10]=1)[C:6]([OH:8])=[O:7].[CH3:14][O:15][CH2:16]Cl.C(N(C(C)C)CC)(C)C.[OH-].[Na+:28]>CN(C)C=O.O>[Na+:28].[Na+:28].[CH3:14][O:15][CH2:16][O:1][C:2]1[CH:3]=[C:4]([C:11]([O-:13])=[O:12])[C:5](=[CH:9][CH:10]=1)[C:6]([O-:8])=[O:7] |f:3.4,7.8.9|. Reported procedure: To a solution of 4-hydroxyphthalic acid (0.45 g, 2.47 mmol) in anhydrous N,N-dimethylformamide (5 ml) under nitrogen was added chloromethyl methyl ether (1.13 ml, 14.8 mmol) and diisopropylethylamine (2.6 ml, 14.8 mmol). The reaction was stirred at ambient temperature for 18 h. and then concentrated in vacuo. The crude material was partitioned between ethyl acetate (50 ml) and water (15 ml). The layers were separated, the organic layer washed with water (3×10 ml), brine (2×10 ml), dried (Na2SO4)...